Dataset: the Open Reaction Database (ORD), a public repository of structured organic reaction records. Task: describe an organic reaction: reactants, conditions, products, and yield Reactants: C1(=CC=CC=C1)S(=O)(=O)Cl (Benzenesulfonyl chloride), NC1=NOC(=C1Br)C (3-Amino-4-bromo-5-methylisoxazole), N,N-(Dimethyl)aminopyridine. Run in ClCCl (dichloromethane), N1=CC=CC=C1 (pyridine). Conditions: time 25 hour. Product: C1(=CC=CC=C1)S(=O)(=O)N(S(=O)(=O)C1=CC=CC=C1)C1=NOC(=C1Br)C (N-(benzenesulfonyl)-N-(4-bromo-5-methyl-3-isoxazolyl)benzenesulfonamide). Yield: 72.9%. As a reaction SMILES: [NH2:1][C:2]1[C:6]([Br:7])=[C:5]([CH3:8])[O:4][N:3]=1.[C:9]1([S:15](Cl)(=[O:17])=[O:16])[CH:14]=[CH:13][CH:12]=[CH:11][CH:10]=1>N1C=CC=CC=1.ClCCl>[C:9]1([S:15]([N:1]([C:2]2[C:6]([Br:7])=[C:5]([CH3:8])[O:4][N:3]=2)[S:15]([C:9]2[CH:14]=[CH:13][CH:12]=[CH:11][CH:10]=2)(=[O:17])=[O:16])(=[O:17])=[O:16])[CH:14]=[CH:13][CH:12]=[CH:11][CH:10]=1. Procedure: 3-Amino-4-bromo-5-methylisoxazole (5.31 g, 30 mmol) was dissolved in dry pyridine (30 ml). Benzenesulfonyl chloride (5.24 ml, 42 mmol) was added dropwise with stirring at ambient temperature. N,N-(Dimethyl)aminopyridine (100 mg) was added and stirring was continued at 50° C. for 25 h. The reaction mixture was diluted with dichloromethane (200 ml), washed with 1N HCl (6×100 ml) and the organic phase was dried over magnesium sulfate. The solvent was removed under reduced pressure to yield a crude ... Yields the product [Br-], CCOC(=O)C1=C[n+]2cnc3ccccc3c2C1. RXN SMILES: [Br:1][CH2:2][C:3]([C:4](=[O:5])[O:6][CH2:7][CH3:8])=[O:9].[CH3:10][c:11]1[n:12][cH:13][n:14][c:15]2[cH:16][cH:17][cH:18][cH:19][c:20]12.[CH3:21][OH:22].[CH3:23][CH2:24][OH:25]>>[Br-:1].[CH:2]1=[C:3]([C:4](=[O:5])[O:6][CH2:7][CH3:8])[CH2:10][c:11]2[n+:12]1[cH:13][n:14][c:15]1[cH:16][cH:17][cH:18][cH:19][c:20]21. The reactants are CCOC(=O)C(=O)CBr, Cc1ncnc2ccccc12, CO, CCO. The reactants are BrC1=CN=CC=2C=CC=C(C12)S(=O)(=O)Cl (4-bromo-5-isoquinolinesulfonyl chloride), C(C)(C)(C)OC(=O)N[C@@H]1CNCC1 ((S)-3-(tert-butoxycarbonylamino)pyrrolidine), C(C)(C)(C)OC(=O)NC(C)C1CN(C1)S(=O)(=O)C=1C=2C(=CN=CC2C=CC1)Cl (3-[1-(tert-butoxycarbonylamino)ethyl]-1-(4-chloro-5-isoquinolinesulfonyl)azetidine). Product: NC(C)C1CN(C1)S(=O)(=O)C=1C=2C(=CN=CC2C=CC1)Cl (3-(1-Aminoethyl)-1-(4-chloro-5-isoquinolinesulfonyl)azetidine). RXN SMILES: BrC1C2C(S(Cl)(=O)=O)=CC=CC=2C=NC=1.C(OC(N[C@H]1CCNC1)=O)(C)(C)C.C(OC([NH:36][CH:37]([CH:39]1[CH2:42][N:41]([S:43]([C:46]2[C:47]3[C:48]([Cl:56])=[CH:49][N:50]=[CH:51][C:52]=3[CH:53]=[CH:54][CH:55]=2)(=[O:45])=[O:44])[CH2:40]1)[CH3:38])=O)(C)(C)C>>[NH2:36][CH:37]([CH:39]1[CH2:40][N:41]([S:43]([C:46]2[C:47]3[C:48]([Cl:56])=[CH:49][N:50]=[CH:51][C:52]=3[CH:53]=[CH:54][CH:55]=2)(=[O:44])=[O:45])[CH2:42]1)[CH3:38]. Procedure details: 4-Chloro-5-isoquinolinesulfonyl chloride obtained in Reference Example 7 and 3-[1-(tert-butoxycarbonylamino)ethyl]azetidine obtainable from 1-(diphenylmethyl)-3-(hydroxymethyl)azetidine (Oakwood) according to the method described in WO05/080394 can be used in the method of Example 1-1, Step A instead of 4-bromo-5-isoquinolinesulfonyl chloride and (S)-3-(tert-butoxycarbonylamino)pyrrolidine, respectively, to prepare 3-[1-(tert-butoxycarbonylamino)ethyl]-1-(4-chloro-5-isoquinolinesulfonyl)azetidin... Procedure details: 2.1 g of the product from Example 62, Step (d) is dissolved in a mixture of water (40 ml) and concentrated ammonia (40 ml). After one hour the reaction mixture is concentrated in 1/3 volume, and applied to a column of Dowex 50 resin in the hydrogen cycle. The product is eluted with water. The aqueous is extracted with ethyl acetate and then concentrated to dryness to yield 1.4 g of the named product, Rf =0.50 (silica gel-chloroform:methanol:acetic acid:water). As a reaction SMILES: [SH:1][CH2:2][CH:3]([CH2:14][C:15]([O:17]C)=O)[C:4]([N:6]1[CH2:13][CH2:12][CH2:11][C@H:7]1[C:8]([OH:10])=[O:9])=[O:5].[NH3:19]>O>[C:15]([CH2:14][CH:3]([CH2:2][SH:1])[C:4]([N:6]1[CH2:13][CH2:12][CH2:11][C@H:7]1[C:8]([OH:10])=[O:9])=[O:5])(=[O:17])[NH2:19]. Solvent: O (water). Product: C(N)(=O)CC(C(=O)N1[C@H](C(=O)O)CCC1)CS (N-[2-carbamoylmethyl-3-mercaptopropanoyl]-L-proline). Reactants: SCC(C(=O)N1[C@H](C(=O)O)CCC1)CC(=O)OC (N-[3-Mercapto-2-(methoxycarbonylmethyl)propanoyl]-L-proline), N (ammonia). Starting materials: N(C1=CC=CC=C1)C=1SC=C(N1)C=O (2-anilinothiazole-4-carbaldehyde), S1C(=S)N(C(=O)C1)CC(=O)O (rhodanine-3-acetic acid), N1CCCCC1 (piperidine). The solvent is C(C)O (ethanol). Product: N(C1=CC=CC=C1)C=1SC=C(N1)C=C1C(N(C(S1)=S)CC(=O)O)=O (5-(2-Anilinothiazol-4-ylmethylene)rhodanine-3-acetic acid). RXN SMILES: [NH:1]([C:8]1[S:9][CH:10]=[C:11]([CH:13]=O)[N:12]=1)[C:2]1[CH:7]=[CH:6][CH:5]=[CH:4][CH:3]=1.[S:15]1[CH2:21][C:19](=[O:20])[N:18]([CH2:22][C:23]([OH:25])=[O:24])[C:16]1=[S:17].N1CCCCC1>C(O)C>[NH:1]([C:8]1[S:9][CH:10]=[C:11]([CH:13]=[C:21]2[S:15][C:16](=[S:17])[N:18]([CH2:22][C:23]([OH:25])=[O:24])[C:19]2=[O:20])[N:12]=1)[C:2]1[CH:3]=[CH:4][CH:5]=[CH:6][CH:7]=1. Procedure: Following a procedure similar to that described in Example 24, the desired compound was prepared from 440 mg of 2-anilinothiazole-4-carbaldehyde, 412 mg of rhodanine-3-acetic acid, 0.5 ml of piperidine and 10 ml of ethanol. The resulting product was a yellowish-brown powder having the following physical properties. Reactants: ClC=1C=CC(=C(C1)N1CCNCC1)OC (1-(5-chloro-2-methoxyphenyl)piperazine), C([O-])([O-])=O.[K+].[K+] (potassium carbonate), BrCCCN1C(C=2C(C1=O)=CC=CC2)=O (N-(3-bromopropyl)phthalimide), C(C)#N (acetonitrile). Solvent: O (water). Yields the product ClC=1C=CC(=C(C1)N1CCN(CC1)CCCN1C(C=2C(C1=O)=CC=CC2)=O)OC (N-[3-[4-(5-Chloro-2-methoxyphenyl)-1-piperazinyl]propyl]phthalimide). The yield is 89.6%. Reaction SMILES: [Cl:1][C:2]1[CH:3]=[CH:4][C:5]([O:14][CH3:15])=[C:6]([N:8]2[CH2:13][CH2:12][NH:11][CH2:10][CH2:9]2)[CH:7]=1.C(=O)([O-])[O-].[K+].[K+].Br[CH2:23][CH2:24][CH2:25][N:26]1[C:30](=[O:31])[C:29]2=[CH:32][CH:33]=[CH:34][CH:35]=[C:28]2[C:27]1=[O:36].C(#N)C>O>[Cl:1][C:2]1[CH:3]=[CH:4][C:5]([O:14][CH3:15])=[C:6]([N:8]2[CH2:9][CH2:10][N:11]([CH2:23][CH2:24][CH2:25][N:26]3[C:30](=[O:31])[C:29]4=[CH:32][CH:33]=[CH:34][CH:35]=[C:28]4[C:27]3=[O:36])[CH2:12][CH2:13]2)[CH:7]=1 |f:1.2.3|. Procedure: A mixture of 28.6 g of 1-(5-chloro-2-methoxyphenyl)piperazine, 44.6 g of anhydrous potassium carbonate, 33.6 g of N-(3-bromopropyl)phthalimide and 250 mL of acetonitrile was stirred at reflux temperature for 8 hours. After cooling to room temperature, 800 mL of water was added to the mixture and the formed precipitate was collected by filtration and crystallized from methanol to give 46.5 g of the title compound, m.p. 131°-133° C.